Dataset: the Open Reaction Database (ORD), a public repository of structured organic reaction records. Task: describe an organic reaction: reactants, conditions, products, and yield Starting materials: OC=1C=C(C(=O)OCCCl)C=CC1 (2-chloroethyl 3-hydroxybenzoate), ( 7 ), ( 14 ), ( 9 ), ( 13 ), ( 100 ), ( 6 ), ( 6 ), ( 9 ), [Si](C)(C)(C(C)(C)C)Cl (tert-butyldimethylsilyl chloride), C(C)(=O)OCC.CCCCCC (ethyl acetate hexane), ( 6 ), ( 10 ), ( 9 ), N1C=NC=C1 (imidazole), ( 9 ). Solvent: CN(C)C=O (DMF), O (water). Reaction conditions: time 8 hour. Yields the product ClCCOC(C1=CC(=CC=C1)O[Si](C)(C)C(C)(C)C)=O (2-Chloroethyl-3-(tert-butyldimethylsilyloxy)benzoate). RXN SMILES: [OH:1][C:2]1[CH:3]=[C:4]([CH:11]=[CH:12][CH:13]=1)[C:5]([O:7][CH2:8][CH2:9][Cl:10])=[O:6].[Si:14](Cl)([C:17]([CH3:20])([CH3:19])[CH3:18])([CH3:16])[CH3:15].N1C=CN=C1.C(OCC)(=O)C.CCCCCC>CN(C=O)C.O>[Cl:10][CH2:9][CH2:8][O:7][C:5](=[O:6])[C:4]1[CH:11]=[CH:12][CH:13]=[C:2]([O:1][Si:14]([C:17]([CH3:20])([CH3:19])[CH3:18])([CH3:16])[CH3:15])[CH:3]=1 |f:3.4|. Procedure details: To a solution of 2-chloroethyl 3-hydroxybenzoate (4.0 g, 0.02 mol) and tert-butyldimethylsilyl chloride (4.5 g, 0.029 mol) in 5 mL of dry DMF was gradually added imidazole (92.7 g, 0.04 mol). The solution was then stirred overnight. TLC analysis (silica gel, 20% ethyl acetate/hexane) showed clean conversion to a new material. The solution was poured into a 25 mL of water and extracted with 3×25 mL of ether. The combined ether solutions were dried over anhydrous MgSO4. Evaporation of the solvent ... Reactants: ClC1=CC=C(C=C1)CC(=O)O (4-chlorophenylacetic acid), C(CCC)[Li] (n-Butyl lithium), BrCCCCl (1-bromo-3-chloropropane), C(C)(=O)OCC (ethyl acetate), 2hydrochloric acid. The solvent is C1CCOC1 (THF). Run at temperature -78 celsius, time 1 hour. Product: ClCCCC(C(=O)O)C1=CC=C(C=C1)Cl (5-chloro-2-(4-chlorophenyl)pentanoic acid). Reaction SMILES: [Cl:1][C:2]1[CH:7]=[CH:6][C:5]([CH2:8][C:9]([OH:11])=[O:10])=[CH:4][CH:3]=1.C([Li])CCC.Br[CH2:18][CH2:19][CH2:20][Cl:21].C(OCC)(=O)C>C1COCC1>[Cl:21][CH2:20][CH2:19][CH2:18][CH:8]([C:5]1[CH:4]=[CH:3][C:2]([Cl:1])=[CH:7][CH:6]=1)[C:9]([OH:11])=[O:10]. Procedure: A solution of 4-chlorophenylacetic acid (1 g) in THF (30 mL) was stirred at −78° C. for 20 minutes. n-Butyl lithium (2.66 M solution in hexane, 4.41 mL) was added to the solution, and the reaction solution was stirred at −78° C. for one hour. Thereafter, the reaction solution was stirred at 0° C. for one hour, 1-bromo-3-chloropropane (0.638 mL) was added to the reaction solution, and the reaction solution was stirred at room temperature for 18 hours. Thereafter, ethyl acetate and 1 N aqueous 2hy... The reactants are ClC1=C(C=CC(=C1)C(F)(F)F)C=1C(OC2=CC(=CC=C2C1CC1=CC=C(C=C1)OCCN1CCCC1)OC)=O (3-(2-Chloro-4-trifluoromethylphenyl)-7-methoxy-4-(4-(2-pyrrolidin-1-yl-ethoxy)-benzyl)-chromen-2-one), [OH-].[Na+] (NaOH). Run in CC(=O)O (AcOH). Conditions: temperature 130 celsius, time 15 hour. The product is ClC1=C(C=CC(=C1)C(F)(F)F)C=1C(OC2=CC(=CC=C2C1CC1=CC=C(C=C1)OCCN1CCCC1)O)=O (3-(2-Chloro-4-trifluoromethylphenyl)-7-hydroxy-4-(4-(2-pyrrolidin-1-yl-ethoxy)-benzyl)-chromen-2-one). As a reaction SMILES: [Cl:1][C:2]1[CH:7]=[C:6]([C:8]([F:11])([F:10])[F:9])[CH:5]=[CH:4][C:3]=1[C:12]1[C:13](=[O:39])[O:14][C:15]2[C:20]([C:21]=1[CH2:22][C:23]1[CH:28]=[CH:27][C:26]([O:29][CH2:30][CH2:31][N:32]3[CH2:36][CH2:35][CH2:34][CH2:33]3)=[CH:25][CH:24]=1)=[CH:19][CH:18]=[C:17]([O:37]C)[CH:16]=2.[OH-].[Na+]>CC(O)=O>[Cl:1][C:2]1[CH:7]=[C:6]([C:8]([F:9])([F:10])[F:11])[CH:5]=[CH:4][C:3]=1[C:12]1[C:13](=[O:39])[O:14][C:15]2[C:20]([C:21]=1[CH2:22][C:23]1[CH:28]=[CH:27][C:26]([O:29][CH2:30][CH2:31][N:32]3[CH2:33][CH2:34][CH2:35][CH2:36]3)=[CH:25][CH:24]=1)=[CH:19][CH:18]=[C:17]([OH:37])[CH:16]=2 |f:1.2|. Reported procedure: 3-(2-Chloro-4-trifluoromethylphenyl)-7-methoxy-4-(4-(2-pyrrolidin-1-yl-ethoxy)-benzyl)-chromen-2-one (330 mg, 0.59 mmol) was dissolved in AcOH (2.4 mL)-48% aq HBr (2.4 mL). The mixture was stirred at 130° C. for 15 h. After cooling the mixture to r.t., it was poured onto EtOAc/aq NaHCO3. 1M aq NaOH was then added to bring the pH to 8. The layers were separated and the aqueous layer was back-extracted with EtOAc (3×). The combined organic layers were washed with brine, dried (MgSO4) and the solve...